From a dataset of the Open Reaction Database (ORD), a public repository of structured organic reaction records. describe an organic reaction: reactants, conditions, products, and yield As a reaction SMILES: [Br-:1].[C:13]([C:14](=[O:15])[O:16][CH2:17][CH3:18])(=[O:19])[O:20][CH2:21][CH3:22].[CH2:23]1[O:24][CH2:25][CH2:26][CH2:27]1.[c:2]1([C:8]([CH2:9][Mg+:10])([CH3:11])[CH3:12])[cH:3][cH:4][cH:5][cH:6][cH:7]1>>[c:2]1([C:8]([CH2:9][C:13]([C:14](=[O:15])[O:16][CH2:17][CH3:18])=[O:19])([CH3:11])[CH3:12])[cH:3][cH:4][cH:5][cH:6][cH:7]1. Starting materials: [Br-], CCOC(=O)C(=O)OCC, C1CCOC1, CC(C)(C[Mg+])c1ccccc1. Product: CCOC(=O)C(=O)CC(C)(C)c1ccccc1. The reactants are C(#N)CC1=C(C=C(C(=O)OC)C=C1)OCC (methyl 4-(cyanomethyl)-3-ethoxybenzoate), O.[OH-].[Li+] (lithium hydroxide monohydrate), Cl (HCl). Solvent: CO.C1CCOC1.O (MeOH THF H2O). Product: C(#N)CC1=C(C=C(C(=O)O)C=C1)OC (4-(cyanomethyl)-3-methoxybenzoic acid). RXN SMILES: [C:1]([CH2:3][C:4]1[CH:13]=[CH:12][C:7]([C:8]([O:10]C)=[O:9])=[CH:6][C:5]=1[O:14][CH2:15]C)#[N:2].O.[OH-].[Li+].Cl>CO.C1COCC1.O>[C:1]([CH2:3][C:4]1[CH:13]=[CH:12][C:7]([C:8]([OH:10])=[O:9])=[CH:6][C:5]=1[O:14][CH3:15])#[N:2] |f:1.2.3,5.6.7|. Procedure: A solution of methyl 4-(cyanomethyl)-3-ethoxybenzoate (18 g, 88 mmol) in 150 mL of MeOH:THF:H2O (3:3:1) was treated with lithium hydroxide monohydrate (11 g, 263 mmol) at 22° C. for overnight. Then 10% aqueous HCl (100 mL) was added to quench the reaction, the mixture was extracted with EtOAc (3×200 mL), the combined organic extracts were washed with brine (100 mL) and dried (MgSO4), filtered and concentrated in vacuo to afford 4-(cyanomethyl)-3-methoxybenzoic acid as a white solid. MS (ESI) 192... Starting materials: NC=1SC2=C(N1)C=C(C=C2)[N+](=O)[O-] (2-amino-5-nitrobenzothiazole), C(C1=CC=CC=C1)(=O)Cl (benzoyl chloride), N1=CC=CC=C1 (pyridine). The solvent is O (water). Run at temperature 60 celsius. The product is [N+](=O)([O-])C=1C=CC2=C(N=C(S2)NC(C2=CC=CC=C2)=O)C1 (N-(5-nitrobenzothiazol-2-yl)benzamide). Isolated yield 78.5%. Reaction SMILES: [NH2:1][C:2]1[S:3][C:4]2[CH:10]=[CH:9][C:8]([N+:11]([O-:13])=[O:12])=[CH:7][C:5]=2[N:6]=1.[C:14](Cl)(=[O:21])[C:15]1[CH:20]=[CH:19][CH:18]=[CH:17][CH:16]=1.N1C=CC=CC=1>O>[N+:11]([C:8]1[CH:9]=[CH:10][C:4]2[S:3][C:2]([NH:1][C:14](=[O:21])[C:15]3[CH:20]=[CH:19][CH:18]=[CH:17][CH:16]=3)=[N:6][C:5]=2[CH:7]=1)([O-:13])=[O:12]. Procedure details: A mixture of 2-amino-5-nitrobenzothiazole (1.52 g, 7.8 mmol), benzoyl chloride (1.36 mL, 11.7 mmol) and pyridine (15 mL) was heated to 60° C. for 24 h. The mixture was poured into water (250 mL), and the resulting precipitate was separated by filtration to yield N-(5-nitrobenzothiazol-2-yl)benzamide (1:83 g, 6.12 mmol, 78%) as a yellow solid. Reactants: C(C(=O)C)(=O)Cl (pyruvyl chloride), Cl.C[Si](C)(C)OC([C@@H](N)CC1=CC=CC=C1)=O (phenylalanine trimethylsilyl ester hydrochloride). The product is C[Si](C)(C)OC([C@@H](NC(C(=O)C)=O)CC1=CC=CC=C1)=O (pyruvyl-phenylalanine trimethylsilyl ester). RXN SMILES: [C:1](Cl)(=[O:5])[C:2]([CH3:4])=[O:3].Cl.[CH3:8][Si:9]([O:12][C:13](=[O:23])[C@H:14]([CH2:16][C:17]1[CH:22]=[CH:21][CH:20]=[CH:19][CH:18]=1)[NH2:15])([CH3:11])[CH3:10]>>[CH3:8][Si:9]([O:12][C:13](=[O:23])[C@H:14]([CH2:16][C:17]1[CH:18]=[CH:19][CH:20]=[CH:21][CH:22]=1)[NH:15][C:1](=[O:5])[C:2]([CH3:4])=[O:3])([CH3:10])[CH3:11] |f:1.2|. Procedure: A method of synthesizing pyruvyl-phenylalanine according to the invention comprises the steps of reacting sodium pyruvate with oxalyl chloride to yield pyruvyl chloride, then reacting pyruvyl chloride with a suspension of phenylalanine trimethylsilyl ester hydrochloride to yield pyruvyl-phenylalanine trimethylsilyl ester and then subjecting the pyruvyl-phenylalanine trimethylsilyl ester to hydrolysis to yield pyruvyl-phenylalanine. The pyruvyl-phenylalanine synthesized via the route set forth ab... Reactants: I.OC1OCC[C@@H]1NC([C@@H](NC(C1=CC=2NC3=CC=CC=C3SC2C=C1)=N)CC(C)C)=O (N1-[(3S)-2-hydroxytetrahydrofuran-3-yl]-N2-[imino(10H-phenothiazin-2-yl)methyl]-L-leucinamide hydroiodide), [Cl-] (chloride). The solvent is O (water). Product: Cl.OC1OCC[C@@H]1NC([C@@H](NC(C1=CC=2NC3=CC=CC=C3SC2C=C1)=N)CC(C)C)=O (N1-[(3S)-2-hydroxytetrahydrofuran-3-yl]-N2-[imino(10H-phenothiazin-2-yl)methyl]-L-leucinamide hydrochloride). The yield is 74.0%. Reaction SMILES: I.[OH:2][CH:3]1[C@@H:7]([NH:8][C:9](=[O:32])[C@H:10]([CH2:28][CH:29]([CH3:31])[CH3:30])[NH:11][C:12](=[NH:27])[C:13]2[CH:26]=[CH:25][C:24]3[S:23][C:22]4[C:17](=[CH:18][CH:19]=[CH:20][CH:21]=4)[NH:16][C:15]=3[CH:14]=2)[CH2:6][CH2:5][O:4]1.[Cl-:33]>O>[ClH:33].[OH:2][CH:3]1[C@@H:7]([NH:8][C:9](=[O:32])[C@H:10]([CH2:28][CH:29]([CH3:30])[CH3:31])[NH:11][C:12](=[NH:27])[C:13]2[CH:26]=[CH:25][C:24]3[S:23][C:22]4[C:17](=[CH:18][CH:19]=[CH:20][CH:21]=4)[NH:16][C:15]=3[CH:14]=2)[CH2:6][CH2:5][O:4]1 |f:0.1,4.5|. Reported procedure: A solution of 2.5 g (4.4 mmoles) of the compound of Example 5 in 1 liter of distilled water is deposited at the top of a column containing approximately 10 equivalents of a Dowex-1×2 exchange resin previously equilibrated in the chloride form. The compound is eluted dropwise from the column using distilled water. The fractions containing the expected compound are collected and lyophilized. 1.55 g (yield: 74%) of a yellow solid is obtained. Melting point: 202-205° C. As a reaction SMILES: [Br-:15].[Br-:16].[Br-:17].[ClH:1].[OH2:36].[cH:37]1[cH:38][cH:39][n:40][cH:41][cH:42]1.[nH+:18]1[cH:19][cH:20][cH:21][cH:22][cH:23]1.[nH+:24]1[cH:25][cH:26][cH:27][cH:28][cH:29]1.[nH+:30]1[cH:31][cH:32][cH:33][cH:34][cH:35]1.[nH:2]1[c:3]([C:11](=[O:12])[O:13][CH3:14])[cH:4][c:5]2[c:6]1[n:7][cH:8][cH:9][cH:10]2>>[nH:2]1[c:3]([C:11](=[O:12])[O:13][CH3:14])[c:4]([Br:15])[c:5]2[c:6]1[n:7][cH:8][cH:9][cH:10]2. The product is COC(=O)c1[nH]c2ncccc2c1Br. Reactants: [Br-], [Br-], [Br-], Cl, O, c1ccncc1, c1cc[nH+]cc1, c1cc[nH+]cc1, c1cc[nH+]cc1, COC(=O)c1cc2cccnc2[nH]1.